Dataset: the Open Reaction Database (ORD), a public repository of structured organic reaction records. Task: describe an organic reaction: reactants, conditions, products, and yield The reactants are IN1C(CCC1=O)=O (N-iodosuccinimide), C(C=C)C=1SC=CC1 (2-Allyithiophene), C(=O)(O)[O-].[Na+] (NaHCO3). The solvent is C1CCOC1 (THF). Reaction conditions: temperature 40 celsius, time 1.5 hour. Yields the product ICCCC=1SC=CC1 (2-(3-Iodo-propyl)-thiophene). Isolated yield 61.4%. As a reaction SMILES: [CH2:1]([C:4]1[S:5][CH:6]=[CH:7][CH:8]=1)[CH:2]=[CH2:3].[I:9]N1C(=O)CCC1=O.C([O-])(O)=O.[Na+]>C1COCC1>[I:9][CH2:3][CH2:2][CH2:1][C:4]1[S:5][CH:6]=[CH:7][CH:8]=1 |f:2.3|. Procedure details: Cp2ZrHCl (9.141 g, 35.4 mmol) was added to a solution of 33 (3.668 g, 29.5 mmol) in THF (50 mL). The mixture was stirred for 1.5 h at 40° C., cooled to 0° C. and was then treated with N-iodosuccinimide (NIS, 7.972 g, 35.4 mmol). The reaction was allowed to warm to room temperature and after 75 min., 100 mL of saturated NaHCO3 solution was added. The mixture was extracted with ether (2×100 mL) and the combined ether solution was dried (Na2SO4), filtered and evaporated. The residue was purified on... The reactants are Fc1ccc2ccccc2c1Br, CC(C)(C)OC(=O)N1CCNCC1, CC(C)(C)[O-], c1ccc(-c2ccccc2P(C2CCCCC2)C2CCCCC2)cc1, N#N, [Na+], CC(=O)[O-], CC(=O)[O-], [Pd+2]. Yields the product CC(C)(C)OC(=O)N1CCN(c2c(F)ccc3ccccc23)CC1. As a reaction SMILES: [Br:28][c:29]1[c:30]([F:39])[cH:31][cH:32][c:33]2[cH:34][cH:35][cH:36][cH:37][c:38]12.[C:40](=[O:41])([O:42][C:43]([CH3:44])([CH3:45])[CH3:46])[N:47]1[CH2:48][CH2:49][NH:50][CH2:51][CH2:52]1.[CH3:53][C:54]([CH3:55])([O-:56])[CH3:57].[CH:1]1([P:2]([CH:3]2[CH2:4][CH2:5][CH2:6][CH2:7][CH2:8]2)[c:9]2[cH:10][cH:11][cH:12][cH:13][c:14]2-[c:15]2[cH:16][cH:17][cH:18][cH:19][cH:20]2)[CH2:21][CH2:22][CH2:23][CH2:24][CH2:25]1.[N:26]#[N:27].[Na+:58].[O-:60][C:61]([CH3:62])=[O:63].[O-:64][C:65]([CH3:66])=[O:67].[Pd+2:59]>>[c:29]1([N:50]2[CH2:49][CH2:48][N:47]([C:40](=[O:41])[O:42][C:43]([CH3:44])([CH3:45])[CH3:46])[CH2:52][CH2:51]2)[c:30]([F:39])[cH:31][cH:32][c:33]2[cH:34][cH:35][cH:36][cH:37][c:38]12. Yields the product COC(=O)c1ccc(C(O)C(Cc2cccc(OC(F)(F)C(F)F)c2)NC(=O)c2cccc3c2C=CCCC3)cc1. Reaction SMILES: [CH2:55]([N:56]=[C:57]=[N:58][CH2:59][CH2:60][CH2:61][N:62]([CH3:63])[CH3:64])[CH3:65].[CH3:66][C:67]#[N:68].[CH3:69][CH2:70][O:71][C:72](=[O:73])[CH3:74].[ClH:54].[NH2:1][CH:2]([CH:3]([OH:4])[c:5]1[cH:6][cH:7][c:8]([C:9](=[O:10])[O:11][CH3:12])[cH:13][cH:14]1)[CH2:15][c:16]1[cH:17][c:18]([O:22][C:23]([CH:24]([F:25])[F:26])([F:27])[F:28])[cH:19][cH:20][cH:21]1.[OH2:43].[OH:44][n:45]1[c:46]2[cH:47][cH:48][cH:49][cH:50][c:51]2[n:52][n:53]1.[c:29]1([C:40](=[O:41])[OH:42])[cH:30][cH:31][cH:32][c:33]2[c:34]1[CH:35]=[CH:36][CH2:37][CH2:38][CH2:39]2>>[NH:1]([CH:2]([CH:3]([OH:4])[c:5]1[cH:6][cH:7][c:8]([C:9](=[O:10])[O:11][CH3:12])[cH:13][cH:14]1)[CH2:15][c:16]1[cH:17][c:18]([O:22][C:23]([CH:24]([F:25])[F:26])([F:27])[F:28])[cH:19][cH:20][cH:21]1)[C:40]([c:29]1[cH:30][cH:31][cH:32][c:33]2[c:34]1[CH:35]=[CH:36][CH2:37][CH2:38][CH2:39]2)=[O:41]. Reactants: CCN=C=NCCCN(C)C, CC#N, CCOC(C)=O, Cl, COC(=O)c1ccc(C(O)C(N)Cc2cccc(OC(F)(F)C(F)F)c2)cc1, O, On1nnc2ccccc21, O=C(O)c1cccc2c1C=CCCC2.